This data is from the Open Reaction Database (ORD), a public repository of structured organic reaction records. The task is: describe an organic reaction: reactants, conditions, products, and yield Starting materials: [Al+3], C1CCOC1, COc1cccc(C(C)C#N)c1, Cl, [H-], [H-], [H-], [H-], [Li+]. Product: COc1cccc(C(C)CN)c1. RXN SMILES: [Al+3:14].[CH2:20]1[O:21][CH2:22][CH2:23][CH2:24]1.[CH3:1][O:2][c:3]1[cH:4][c:5]([CH:9]([C:10]#[N:11])[CH3:12])[cH:6][cH:7][cH:8]1.[ClH:19].[H-:13].[H-:16].[H-:17].[H-:18].[Li+:15]>>[CH3:1][O:2][c:3]1[cH:4][c:5]([CH:9]([CH2:10][NH2:11])[CH3:12])[cH:6][cH:7][cH:8]1. The reactants are CC(=O)OC1CSC(Oc2ccc(Br)nc2)C(OC(C)=O)C1OC(C)=O, COc1ncc(B(O)O)cn1. Product: COc1ncc(-c2ccc(OC3SCC(OC(C)=O)C(OC(C)=O)C3OC(C)=O)cn2)cn1. Reaction SMILES: [C:1]([CH3:2])(=[O:3])[O:4][CH:5]1[CH:6]([O:7][c:8]2[cH:9][n:10][c:11]([Br:14])[cH:12][cH:13]2)[S:15][CH2:16][CH:17]([O:23][C:24]([CH3:25])=[O:26])[CH:18]1[O:19][C:20]([CH3:21])=[O:22].[CH3:27][O:28][c:29]1[n:30][cH:31][c:32]([B:35]([OH:36])[OH:37])[cH:33][n:34]1>>[C:1]([CH3:2])(=[O:3])[O:4][CH:5]1[CH:6]([O:7][c:8]2[cH:9][n:10][c:11](-[c:32]3[cH:31][n:30][c:29]([O:28][CH3:27])[n:34][cH:33]3)[cH:12][cH:13]2)[S:15][CH2:16][CH:17]([O:23][C:24]([CH3:25])=[O:26])[CH:18]1[O:19][C:20]([CH3:21])=[O:22]. The reactants are ClC1=NN2C(C(=CC=C2)C2=CC=C(C=C2)S(=O)(=O)C)=N1 (2-Chloro-8-(4-methanesulfonyl-phenyl)-[1,2,4]triazolo[1,5-a]pyridine), Cl.C(C)N1CCP(CC1)(=O)C1=CC=C(N)C=C1 (4-(1-ethyl-4-oxido-1,4-azaphosphinan-4-yl)aniline hydrochloride). The product is C(C)N1CCP(CC1)(=O)C1=CC=C(C=C1)NC1=NN2C(C(=CC=C2)C2=CC=C(C=C2)S(=O)(=O)C)=N1 (N-[4-(1-ethyl-4-oxido-1,4-azaphosphinan-4-yl)phenyl]-8-[4-(methylsulfonyl)phenyl][1,2,4]triazolo[1,5-a]pyridin-2-amine), solid. The yield is 14.0%. As a reaction SMILES: Cl[C:2]1[N:20]=[C:5]2[C:6]([C:10]3[CH:15]=[CH:14][C:13]([S:16]([CH3:19])(=[O:18])=[O:17])=[CH:12][CH:11]=3)=[CH:7][CH:8]=[CH:9][N:4]2[N:3]=1.Cl.[CH2:22]([N:24]1[CH2:29][CH2:28][P:27]([C:31]2[CH:37]=[CH:36][C:34]([NH2:35])=[CH:33][CH:32]=2)(=[O:30])[CH2:26][CH2:25]1)[CH3:23]>>[CH2:22]([N:24]1[CH2:25][CH2:26][P:27]([C:31]2[CH:37]=[CH:36][C:34]([NH:35][C:2]3[N:20]=[C:5]4[C:6]([C:10]5[CH:15]=[CH:14][C:13]([S:16]([CH3:19])(=[O:18])=[O:17])=[CH:12][CH:11]=5)=[CH:7][CH:8]=[CH:9][N:4]4[N:3]=3)=[CH:33][CH:32]=2)(=[O:30])[CH2:28][CH2:29]1)[CH3:23] |f:1.2|. Reported procedure: N-[4-(1-ethyl-4-oxido-1,4-azaphosphinan-4-yl)phenyl]-8-[4-(methylsulfonyl)phenyl][1,2,4]triazolo[1,5-a]pyridin-2-amine was prepared from 2-Chloro-8-(4-methanesulfonyl-phenyl)-[1,2,4]triazolo[1,5-a]pyridine (133 mg, 0.434 mmol) and 4-(1-ethyl-4-oxido-1,4-azaphosphinan-4-yl)aniline hydrochloride (131.01 mg, 0.47689 mmol) in a manner analogous to Example 2d. Product isolated as an off-white solid (31.56 mg, 14%). 1H NMR (400 MHz, CDCl3, δ, ppm): 8.54 (d, J=8.3 Hz, 1H), 8.23 (d, J=8.0 Hz, 2H), 8.01 ... Starting materials: C1(=C(C=CC=C1)N)N (1,2-phenylenediamine), BrC1=CC=C(C=C1)C(C(=O)C1=CC=C(C=C1)Br)=O (1,2-bis-(4-bromo-phenyl)-ethane-1,2-dione). Run in C(Cl)(Cl)Cl (chloroform). Yields the product BrC1=CC=C(C=C1)C1=NC2=CC=CC=C2N=C1C1=CC=C(C=C1)Br (2,3-bis(4-bromophenyl)quinoxaline). The yield is 92.3%. RXN SMILES: [C:1]1([NH2:8])[CH:6]=[CH:5][CH:4]=[CH:3][C:2]=1[NH2:7].[Br:9][C:10]1[CH:15]=[CH:14][C:13]([C:16](=O)[C:17]([C:19]2[CH:24]=[CH:23][C:22]([Br:25])=[CH:21][CH:20]=2)=O)=[CH:12][CH:11]=1>C(Cl)(Cl)Cl>[Br:9][C:10]1[CH:11]=[CH:12][C:13]([C:16]2[C:17]([C:19]3[CH:20]=[CH:21][C:22]([Br:25])=[CH:23][CH:24]=3)=[N:8][C:1]3[C:2](=[CH:3][CH:4]=[CH:5][CH:6]=3)[N:7]=2)=[CH:14][CH:15]=1. Procedure: 1,2-phenylenediamine (6.8 g) and 1,2-bis-(4-bromo-phenyl)-ethane-1,2-dione (22.1 g) were dissolved in 350 ml of chloroform and heated to reflux for three hours. The reaction solution was washed with 1N-hydrochloric acid, water, and a saturated aqueous solution of sodium chloride and dried with magnesium sulfate. Then the reaction was concentrated under reduced pressure to give 24.4 g of 2,3-bis(4-bromophenyl)quinoxaline as a white solid. The synthesis scheme and the structural formula are shown ...